This data is from the Open Reaction Database (ORD), a public repository of structured organic reaction records. The task is: describe an organic reaction: reactants, conditions, products, and yield Starting materials: CCOC(=O)c1cn(Cc2cc(-c3ccc(Cl)s3)on2)c(-c2ccc(Cl)cc2)n1, Cl, [Na+], C1COCCO1, [OH-], O. The product is O=C(O)c1cn(Cc2cc(-c3ccc(Cl)s3)on2)c(-c2ccc(Cl)cc2)n1. As a reaction SMILES: [CH2:1]([CH3:2])[O:3][C:4](=[O:5])[c:6]1[n:7][c:8](-[c:23]2[cH:24][cH:25][c:26]([Cl:29])[cH:27][cH:28]2)[n:9]([CH2:11][c:12]2[n:13][o:14][c:15](-[c:17]3[s:18][c:19]([Cl:22])[cH:20][cH:21]3)[cH:16]2)[cH:10]1.[ClH:33].[Na+:31].[O:34]1[CH2:35][CH2:36][O:37][CH2:38][CH2:39]1.[OH-:30].[OH2:32]>>[O:3]=[C:4]([OH:5])[c:6]1[n:7][c:8](-[c:23]2[cH:24][cH:25][c:26]([Cl:29])[cH:27][cH:28]2)[n:9]([CH2:11][c:12]2[n:13][o:14][c:15](-[c:17]3[s:18][c:19]([Cl:22])[cH:20][cH:21]3)[cH:16]2)[cH:10]1. Reactants: FC(C1=CC(=NC=2N1N=CC2C#C)C2=CC=C(C=C2)C(F)(F)F)F (7-Difluoromethyl-3-ethynyl-5-(4-trifluoromethyl-phenyl)-pyrazolo[1,5-a]pyrimidine), BrC=1C=C(C=CC1)S(=O)(=O)N (3-bromobenzene-1-sulfonamide). The product is FC(C1=CC(=NC=2N1N=CC2C#CC=2C=C(C=CC2)S(=O)(=O)N)C2=CC=C(C=C2)C(F)(F)F)F (3-[7-Difluoromethyl-5-(4-trifluoromethyl-phenyl)-pyrazolo[1,5-a]pyrimidin-3-ylethynyl]-benzenesulfonamide), solid. Yield: 31.0%. RXN SMILES: [F:1][CH:2]([F:24])[C:3]1[N:8]2[N:9]=[CH:10][C:11]([C:12]#[CH:13])=[C:7]2[N:6]=[C:5]([C:14]2[CH:19]=[CH:18][C:17]([C:20]([F:23])([F:22])[F:21])=[CH:16][CH:15]=2)[CH:4]=1.Br[C:26]1[CH:27]=[C:28]([S:32]([NH2:35])(=[O:34])=[O:33])[CH:29]=[CH:30][CH:31]=1>>[F:24][CH:2]([F:1])[C:3]1[N:8]2[N:9]=[CH:10][C:11]([C:12]#[C:13][C:26]3[CH:27]=[C:28]([S:32]([NH2:35])(=[O:34])=[O:33])[CH:29]=[CH:30][CH:31]=3)=[C:7]2[N:6]=[C:5]([C:14]2[CH:19]=[CH:18][C:17]([C:20]([F:23])([F:22])[F:21])=[CH:16][CH:15]=2)[CH:4]=1. Procedure details: The title compound was prepared 7-Difluoromethyl-3-ethynyl-5-(4-trifluoromethyl-phenyl)-pyrazolo[1,5-a]pyrimidine (example C.2) (337 mg, 1.0 mmol) and commercially available 3-bromobenzene-1-sulfonamide [CAS 89599-01-9] (307 mg, 1.3 mmol) according to general procedure II. Obtained as a yellow solid (150 mg, 31%). MS (ISP) 493.0[(M+H)+]; mp 246-247° C.